Dataset: the Open Reaction Database (ORD), a public repository of structured organic reaction records. Task: describe an organic reaction: reactants, conditions, products, and yield The reactants are N1(CCCCCC1)C(=O)N[C@H](C(=O)O)C(C)C (AC), C(C)(C)(C)OC([C@H](CC1=CC=C(C=C1)OCC1=CC=CC=C1)N)=O ((S)-2-Amino-3-(4-benzyloxy-phenyl)-propionic acid tert-butyl ester). The product is C(C)(C)(C)OC(C(CC1=CC=C(C=C1)OCC1=CC=CC=C1)NC(C(C(C)C)NC(=O)N1CCCCCC1)=O)=O (2-{2-[(Azepane-1-carbonyl)-amino]-3-methyl-butyrylamino}-3-(4-benzyloxy-phenyl)-propionic acid tert-butyl ester). Yield: 48.2%. Reaction SMILES: [N:1]1([C:8]([NH:10][C@@H:11]([CH:15]([CH3:17])[CH3:16])[C:12]([OH:14])=O)=[O:9])[CH2:7][CH2:6][CH2:5][CH2:4][CH2:3][CH2:2]1.[C:18]([O:22][C:23](=[O:41])[C@@H:24]([NH2:40])[CH2:25][C:26]1[CH:31]=[CH:30][C:29]([O:32][CH2:33][C:34]2[CH:39]=[CH:38][CH:37]=[CH:36][CH:35]=2)=[CH:28][CH:27]=1)([CH3:21])([CH3:20])[CH3:19]>>[C:18]([O:22][C:23](=[O:41])[CH:24]([NH:40][C:12](=[O:14])[CH:11]([NH:10][C:8]([N:1]1[CH2:2][CH2:3][CH2:4][CH2:5][CH2:6][CH2:7]1)=[O:9])[CH:15]([CH3:17])[CH3:16])[CH2:25][C:26]1[CH:31]=[CH:30][C:29]([O:32][CH2:33][C:34]2[CH:39]=[CH:38][CH:37]=[CH:36][CH:35]=2)=[CH:28][CH:27]=1)([CH3:21])([CH3:19])[CH3:20]. Procedure details: A solution of the product from Example AC ((S)-2-[(azepane-1-carbonyl)-amino]-3-methyl-butanoic acid) (0.50 g, 2.07 mmol) and the product from Example A ((S)-2-amino-3-(4-benzyloxy-phenyl)-propionic acid tert-butyl ester) (0.67 g, 2.07 mmol) were coupled according to the procedure described in Example AH. The crude reaction product was purified by chromatography (silica gel, EtOAc) to give the title compound as a white foam (0.55 g, 48%). RXN SMILES: [C:1](#[N:2])[c:3]1[cH:4][cH:5][c:6]([CH:7]=[CH:8][C:9](=[O:10])[OH:11])[cH:12][cH:13]1.[NH:14]1[CH:15]([CH2:19][N:20]2[CH2:21][CH2:22][CH2:23][CH2:24][CH2:25]2)[CH2:16][CH2:17][CH2:18]1>>[C:1](#[N:2])[c:3]1[cH:4][cH:5][c:6]([CH:7]=[CH:8][C:9](=[O:11])[N:14]2[CH:15]([CH2:19][N:20]3[CH2:21][CH2:22][CH2:23][CH2:24][CH2:25]3)[CH2:16][CH2:17][CH2:18]2)[cH:12][cH:13]1. Yields the product N#Cc1ccc(C=CC(=O)N2CCCC2CN2CCCCC2)cc1. Reactants: N#Cc1ccc(C=CC(=O)O)cc1, C1CCN(CC2CCCN2)CC1. Starting materials: [N+](=O)([O-])C1=CC=C2CC(N=CC2=C1)(C)C (7-Nitro-3,3-dimethyl-3,4-dihydroisoquinoline), IC (iodomethane). Run in CC(=O)C (acetone). Reaction conditions: temperature 25 celsius, time 18 hour. Product: [I-].[N+](=O)([O-])C1=CC=C2CC([N+](=CC2=C1)C)(C)C (7-Nitro-2,3,3-trimethyl-3,4-dihydroisoquinolinium Iodide). RXN SMILES: [N+:1]([C:4]1[CH:13]=[C:12]2[C:7]([CH2:8][C:9]([CH3:15])([CH3:14])[N:10]=[CH:11]2)=[CH:6][CH:5]=1)([O-:3])=[O:2].[I:16][CH3:17]>CC(C)=O>[I-:16].[N+:1]([C:4]1[CH:13]=[C:12]2[C:7]([CH2:8][C:9]([CH3:15])([CH3:14])[N+:10]([CH3:17])=[CH:11]2)=[CH:6][CH:5]=1)([O-:3])=[O:2] |f:3.4|. Reported procedure: 7-Nitro-3,3-dimethyl-3,4-dihydroisoquinoline (1.0 g, 4.9 mmol) in acetone (100 ml) was treated with iodomethane (1 ml, 16 mmol). The mixture was stirred at 25° C. for 18 h and the resultant precipitate collected by filtration and dried; pale yellow powder (1.5 g, 88%). The reactants are CC(C)(C)OC(=O)N1CCC(=CBr)CC1, C1CCOC1, OB(O)c1ccc(Cl)c(Oc2ccc(C(F)(F)F)cn2)c1, [K+], [K+], [K+], O=P([O-])([O-])[O-]. Yields the product CC(C)(C)OC(=O)N1CCC(=Cc2ccc(Cl)c(Oc3ccc(C(F)(F)F)cn3)c2)CC1. As a reaction SMILES: [Br:22][CH:23]=[C:24]1[CH2:25][CH2:26][N:27]([C:30](=[O:31])[O:32][C:33]([CH3:34])([CH3:35])[CH3:36])[CH2:28][CH2:29]1.[CH2:45]1[O:46][CH2:47][CH2:48][CH2:49]1.[Cl:1][c:2]1[c:3]([O:11][c:12]2[n:13][cH:14][c:15]([C:18]([F:19])([F:20])[F:21])[cH:16][cH:17]2)[cH:4][c:5]([B:8]([OH:9])[OH:10])[cH:6][cH:7]1.[K+:42].[K+:43].[K+:44].[P:37]([O-:38])([O-:39])([O-:40])=[O:41]>>[Cl:1][c:2]1[c:3]([O:11][c:12]2[n:13][cH:14][c:15]([C:18]([F:19])([F:20])[F:21])[cH:16][cH:17]2)[cH:4][c:5]([CH:23]=[C:24]2[CH2:25][CH2:26][N:27]([C:30](=[O:31])[O:32][C:33]([CH3:34])([CH3:35])[CH3:36])[CH2:28][CH2:29]2)[cH:6][cH:7]1. Starting materials: COC1=NC=CC(=C1)C(=O)NC(\C=C/C(=O)O)=O ((Z)-4-(2-methoxypyridine-4-carboamido)-4-oxobut-2-enoic acid), O=P(Cl)(Cl)Cl (POCl3), NNC(C1=C(C=C(C=C1)Cl)Cl)=NC1=C(C=CC=C1)Cl (N-amino-2,4-dichloro-N′-(2-chlorophenyl)benzamidine), C(=O)([O-])[O-].[K+].[K+] (K2CO3). Solvent: CC#N (CH3CN), CC#N (CH3CN). Reaction conditions: time 16 hour. Yields the product ClC1=C(C=CC(=C1)Cl)C=1N(C(=NN1)/C=C/C1=NN=C(O1)C1=CC(=NC=C1)OC)C1=C(C=CC=C1)Cl (4-(5-((E)-2-(5-(2,4-dichlorophenyl)-4-(2-chlorophenyl)-4H-1,2,4-triazol-3-yl)vinyl)-1,3,4-oxadiazol-2-yl)-2-methoxypyridine). Reaction SMILES: [CH3:1][O:2][C:3]1[CH:8]=[C:7]([C:9]([NH:11]C(=O)/C=C\C(O)=O)=[O:10])[CH:6]=[CH:5][N:4]=1.O=P(Cl)(Cl)Cl.[NH2:24][NH:25][C:26](=[N:35][C:36]1[CH:41]=[CH:40][CH:39]=[CH:38][C:37]=1[Cl:42])[C:27]1[CH:32]=[CH:31][C:30]([Cl:33])=[CH:29][C:28]=1[Cl:34].C([O-])([O-])=O.[K+].[K+]>CC#N>[Cl:34][C:28]1[CH:29]=[C:30]([Cl:33])[CH:31]=[CH:32][C:27]=1[C:26]1[N:35]([C:36]2[CH:41]=[CH:40][CH:39]=[CH:38][C:37]=2[Cl:42])[C:6](/[CH:7]=[CH:8]/[C:3]2[O:10][C:9]([C:7]3[CH:6]=[CH:5][N:4]=[C:3]([O:2][CH3:1])[CH:8]=3)=[N:11][N:4]=2)=[N:24][N:25]=1 |f:3.4.5|. Procedure details: To a suspension of (Z)-4-(2-methoxypyridine-4-carboamido)-4-oxobut-2-enoic acid 8 (0.2 g, 0.75 mmol) in CH3CN was added POCl3 (0.37 g, 2.4 mmol). The mixture was stirred under reflex for 16 hours, cooled to ambient temperature and concentrated under reduced pressure. The residue was dissolved in CH3CN, treated with a solution of N-amino-2,4-dichloro-N′-(2-chlorophenyl)benzamidine 4 (0.38 g, 1.2 mmol) in CH3CN and K2CO3 (0.38 g, 1.2 mmol). The mixture was stirred at ambient temperature for 1 hour... Product: COC=1C=C2C=C(N=C(C2=CC1)C=1C=C(C#N)C=CC1)NC1=NNC=C1 (3-[6-methoxy-3-(1H-pyrazol-3-ylamino)-isoquinolin-1-yl]-benzonitrile). Reaction SMILES: Cl[C:2]1[C:11]2[C:6](=[CH:7][C:8]([O:12][CH3:13])=[CH:9][CH:10]=2)[CH:5]=[C:4]([NH:14][C:15]2[CH:19]=[CH:18][NH:17][N:16]=2)[N:3]=1.[C:20]([C:22]1[CH:23]=[C:24](B(O)O)[CH:25]=[CH:26][CH:27]=1)#[N:21]>>[CH3:13][O:12][C:8]1[CH:7]=[C:6]2[C:11](=[CH:10][CH:9]=1)[C:2]([C:26]1[CH:27]=[C:22]([CH:23]=[CH:24][CH:25]=1)[C:20]#[N:21])=[N:3][C:4]([NH:14][C:15]1[CH:19]=[CH:18][NH:17][N:16]=1)=[CH:5]2. Starting materials: ClC1=NC(=CC2=CC(=CC=C12)OC)NC1=NNC=C1 ((1-chloro-6-methoxy-isoquinolin-3-yl)-(1H-pyrazol-3-yl)-amine), C(#N)C=1C=C(C=CC1)B(O)O (3-cyano phenylboronic acid). Procedure: Similar procedure as described in example 131 was used, starting from (1-chloro-6-methoxy-isoquinolin-3-yl)-(1H-pyrazol-3-yl)-amine and 3-cyano phenylboronic acid to give 3-[6-methoxy-3-(1H-pyrazol-3-ylamino)-isoquinolin-1-yl]-benzonitrile. LC-MS m/e 342(MH+).